This data is from the Open Reaction Database (ORD), a public repository of structured organic reaction records. The task is: describe an organic reaction: reactants, conditions, products, and yield Starting materials: COC(=O)C=1N(C2=CC=CC=C2C1)C (methyl-1-methylindole-carboxylate), [BH4-].[Na+] (sodium borohydride), [OH-].[Na+] (sodium hydroxide), [BH4-].[Na+] (sodium borohydride). Run in FC(C(=O)O)(F)F (trifluoroacetic acid). Run at time 8 hour. The product is COC(=O)C1N(C2=CC=CC=C2C1)C (methyl-2, 3-dihydro-1-methylindole-carboxylate). RXN SMILES: [CH3:1][O:2][C:3]([C:5]1[N:6]([CH3:14])[C:7]2[C:12]([CH:13]=1)=[CH:11][CH:10]=[CH:9][CH:8]=2)=[O:4].[BH4-].[Na+].[OH-].[Na+]>FC(F)(F)C(O)=O>[CH3:1][O:2][C:3]([CH:5]1[CH2:13][C:12]2[C:7](=[CH:8][CH:9]=[CH:10][CH:11]=2)[N:6]1[CH3:14])=[O:4] |f:1.2,3.4|. Procedure: A solution of methyl-1-methylindole-carboxylate* (6.0 g) in trifluoroacetic acid (50 ml) is cooled in an ice bath as sodium borohydride pellets (6.0 g) are added slowly, keeping the temperature below 10° C. The slurry is allowed to rise to room temperature and then stirred overnight. The unreacted sodium borohydride is decomposed with 50% sodium hydroxide and the mixture is extracted several times with ether. The extracts are washed with saturated sodium chloride solution, dried over sodium sulf...